This data is from the Open Reaction Database (ORD), a public repository of structured organic reaction records. The task is: describe an organic reaction: reactants, conditions, products, and yield Reactants: FC(C(=O)O)(F)F (Trifluoroacetic acid), C(C)(C)(C)OC(=O)CON=C(C(=O)NC1[C@@H]2N(C(=C(CS2)C=C)C(=O)OC(C2=CC=CC=C2)C2=CC=CC=C2)C1=O)C1=NSN=C1 (benzhydryl 7-[2-tert-butoxycarbonylmethoxyimino-2-(1,2,5-thiadiazol-3-yl)acetamido]-3-vinyl-3-cephem-4-carboxylate), resultant solution, C(C)(C)OC(C)C (diisopropyl ether). Run in C(Cl)Cl (methylene chloride), C1(=CC=CC=C1)OC (anisole). Conditions: time 4 hour. Yields the product C(=O)(O)CON=C(C(=O)NC1[C@@H]2N(C(=C(CS2)C=C)C(=O)O)C1=O)C1=NSN=C1 (7-[2-carboxymethoxyimino-2-(1,2,5-thiadiazol-3-yl)acetamido]-3-vinyl-3-cephem-4-carboxylic acid). Yield: 49.9%. RXN SMILES: FC(F)(F)C(O)=O.C([O:12][C:13]([CH2:15][O:16][N:17]=[C:18]([C:49]1[CH:53]=[N:52][S:51][N:50]=1)[C:19]([NH:21][CH:22]1[C:47](=[O:48])[N:24]2[C:25]([C:31]([O:33]C(C3C=CC=CC=3)C3C=CC=CC=3)=[O:32])=[C:26]([CH:29]=[CH2:30])[CH2:27][S:28][C@H:23]12)=[O:20])=[O:14])(C)(C)C.C(OC(C)C)(C)C>C(Cl)Cl.C1(OC)C=CC=CC=1>[C:13]([CH2:15][O:16][N:17]=[C:18]([C:49]1[CH:53]=[N:52][S:51][N:50]=1)[C:19]([NH:21][CH:22]1[C:47](=[O:48])[N:24]2[C:25]([C:31]([OH:33])=[O:32])=[C:26]([CH:29]=[CH2:30])[CH2:27][S:28][C@H:23]12)=[O:20])([OH:14])=[O:12]. Procedure: Trifluoroacetic acid (6.75 ml) was added to a solution of benzhydryl 7-[2-tert-butoxycarbonylmethoxyimino-2-(1,2,5-thiadiazol-3-yl)acetamido]-3-vinyl-3-cephem-4-carboxylate (syn isomer) (2.9 g) in methylene chloride (5.8 ml) and anisole (1.9 ml) under ice-cooling, and the mixture was stirred for 4 hours at ambient temperature. The resultant solution was added dropwise to diisopropyl ether (100 ml) and the precipitates were collected by filtration. The precipitates were added to a mixture of wate... The reactants are CCOC(=O)CCCC1=CCC2C(CC(OC3CCCCO3)C2CO[Si](C)(C)C(C)(C)C)OC1, CCO, [Na+], [OH-]. Product: CC(C)(C)[Si](C)(C)OCC1C(OC2CCCCO2)CC2OCC(CCCC(=O)O)=CCC21. As a reaction SMILES: [CH3:1][Si:2]([O:3][CH2:4][CH:5]1[CH:6]([O:23][CH:24]2[O:25][CH2:26][CH2:27][CH2:28][CH2:29]2)[CH2:7][CH:8]2[O:9][CH2:10][C:11]([CH2:15][CH2:16][CH2:17][C:18](=[O:19])[O:20][CH2:21][CH3:22])=[CH:12][CH2:13][CH:14]12)([C:30]([CH3:31])([CH3:32])[CH3:33])[CH3:34].[CH3:37][CH2:38][OH:39].[Na+:36].[OH-:35]>>[CH3:1][Si:2]([O:3][CH2:4][CH:5]1[CH:6]([O:23][CH:24]2[O:25][CH2:26][CH2:27][CH2:28][CH2:29]2)[CH2:7][CH:8]2[O:9][CH2:10][C:11]([CH2:15][CH2:16][CH2:17][C:18](=[O:19])[OH:20])=[CH:12][CH2:13][CH:14]12)([C:30]([CH3:31])([CH3:32])[CH3:33])[CH3:34]. Reagents/catalysts: [O-2].[O-2].[Mn+4] (manganese dioxide). Procedure details: To the product of step (a) in 30 ml of toluene was added 4 g manganese dioxide. The suspension was refluxed for 7 hours with mechanical stirring and with azeotropic removal of water. The mixture was filtered and the filter cake washed with ether. The solvent was evaporated in vacuo to yield 2.08 g of 2,4-dichloro-3-(3-ethoxy-2-methyl-4-methylsulfonylbenzoyl)pyridine as a brown semi-solid. Reactants: ClC1=NC=CC(=C1CC1(C(C(=C(C=C1)S(=O)(=O)C)OCC)C)O)Cl (2,4-dichloro-3-(1-hydroxy-3'-ethoxy-2'-methyl-4'-methylsulfonylbenzyl)pyridine), O (water). Run in C1(=CC=CC=C1)C (toluene). Product: ClC1=NC=CC(=C1C(C1=C(C(=C(C=C1)S(=O)(=O)C)OCC)C)=O)Cl (2,4-dichloro-3-(3-ethoxy-2-methyl-4-methylsulfonylbenzoyl)pyridine). As a reaction SMILES: [Cl:1][C:2]1[C:7]([CH2:8][C:9]2(O)[CH:14]=[CH:13][C:12]([S:15]([CH3:18])(=[O:17])=[O:16])=[C:11]([O:19][CH2:20][CH3:21])[CH:10]2[CH3:22])=[C:6]([Cl:24])[CH:5]=[CH:4][N:3]=1.[OH2:25]>C1(C)C=CC=CC=1.[O-2].[O-2].[Mn+4]>[Cl:1][C:2]1[C:7]([C:8](=[O:25])[C:9]2[CH:14]=[CH:13][C:12]([S:15]([CH3:18])(=[O:17])=[O:16])=[C:11]([O:19][CH2:20][CH3:21])[C:10]=2[CH3:22])=[C:6]([Cl:24])[CH:5]=[CH:4][N:3]=1 |f:3.4.5|. The reactants are C(C)(C)(C)N (tert-butylamine), ClC1=CC=C(C(=O)O)C=C1 (4-chlorobenzoic acid), C(C(=O)Cl)(=O)Cl (oxalyl chloride), C(=O)(O)[O-].[Na+] (NaHCO3). Run in CN(C)C=O (DMF), C(C)(=O)OCC (ethyl acetate), C(C)(=O)OCC (Ethyl acetate), C1(=CC=CC=C1)C (toluene). Product: C(C)(C)(C)NC(C1=CC=C(C=C1)Cl)=O (N-tert-butyl-4-chlorobenzamide). Isolated yield 83.8%. RXN SMILES: [Cl:1][C:2]1[CH:10]=[CH:9][C:5]([C:6]([OH:8])=O)=[CH:4][CH:3]=1.C(Cl)(=O)C(Cl)=O.[C:17]([NH2:21])([CH3:20])([CH3:19])[CH3:18].C([O-])(O)=O.[Na+]>C1(C)C=CC=CC=1.C(OCC)(=O)C.CN(C=O)C>[C:17]([NH:21][C:6](=[O:8])[C:5]1[CH:4]=[CH:3][C:2]([Cl:1])=[CH:10][CH:9]=1)([CH3:20])([CH3:19])[CH3:18] |f:3.4|. Reported procedure: To a stirred suspension of 4-chlorobenzoic acid (31.3 g, 200 mmol) in toluene (200 mL) was added oxalyl chloride (30 mL, 350 mmol) followed by DMF (0.1 mL). The resulting suspension was heated at reflux until all solids dissolved. The solvent was removed under reduced pressure by rotary evaporation. The resulting semi-solid residue was dissolved in ethyl acetate (200 mL) and cooled in an ice bath under nitrogen with mechanical stirring. A solution of tert-butylamine (53 mL, 500 mmol) in ethyl ac...